describe an organic reaction: reactants, conditions, products, and yield From a dataset of the Open Reaction Database (ORD), a public repository of structured organic reaction records. Reactants: COC1=CC=C(C=N1)B(O)O (6-Methoxypyridin-3-ylboronic acid), C([O-])([O-])=O.[K+].[K+] (potassium carbonate), ClC1=C(C=CC(=N1)NC(=O)C1(CC1)C1=CC2=C(OC(O2)(F)F)C=C1)C (N-(6-Chloro-5-methylpyridin-2-yl)-1-(2,2-difluorobenzo[d][1,3]dioxol-5-yl)cyclopropanecarboxamide). The reagents and catalysts are C=1C=CC(=CC1)[P](C=2C=CC=CC2)(C=3C=CC=CC3)[Pd]([P](C=4C=CC=CC4)(C=5C=CC=CC5)C=6C=CC=CC6)([P](C=7C=CC=CC7)(C=8C=CC=CC8)C=9C=CC=CC9)[P](C=1C=CC=CC1)(C=1C=CC=CC1)C=1C=CC=CC1 (Pd(PPh3)4). Run in COCCOC (1,2-dimethoxyethane). Reaction conditions: temperature 120 celsius. Product: FC1(OC2=C(O1)C=CC(=C2)C2(CC2)C(=O)NC2=CC=C(C(=N2)C=2C=NC(=CC2)OC)C)F (1-(2,2-difluorobenzo[d][1,3]dioxol-5-yl)-N-(6′-methoxy-3-methyl-2,3′-bipyridin-6-yl)cyclopropanecarboxamide). Yield: 60.9%. As a reaction SMILES: Cl[C:2]1[N:7]=[C:6]([NH:8][C:9]([C:11]2([C:14]3[CH:24]=[CH:23][C:17]4[O:18][C:19]([F:22])([F:21])[O:20][C:16]=4[CH:15]=3)[CH2:13][CH2:12]2)=[O:10])[CH:5]=[CH:4][C:3]=1[CH3:25].[CH3:26][O:27][C:28]1[N:33]=[CH:32][C:31](B(O)O)=[CH:30][CH:29]=1.C(=O)([O-])[O-].[K+].[K+]>COCCOC.C1C=CC([P]([Pd]([P](C2C=CC=CC=2)(C2C=CC=CC=2)C2C=CC=CC=2)([P](C2C=CC=CC=2)(C2C=CC=CC=2)C2C=CC=CC=2)[P](C2C=CC=CC=2)(C2C=CC=CC=2)C2C=CC=CC=2)(C2C=CC=CC=2)C2C=CC=CC=2)=CC=1>[F:21][C:19]1([F:22])[O:18][C:17]2[CH:23]=[CH:24][C:14]([C:11]3([C:9]([NH:8][C:6]4[N:7]=[C:2]([C:31]5[CH:32]=[N:33][C:28]([O:27][CH3:26])=[CH:29][CH:30]=5)[C:3]([CH3:25])=[CH:4][CH:5]=4)=[O:10])[CH2:13][CH2:12]3)=[CH:15][C:16]=2[O:20]1 |f:2.3.4,^1:52,54,73,92|. Procedure: N-(6-Chloro-5-methylpyridin-2-yl)-1-(2,2-difluorobenzo[d][1,3]dioxol-5-yl)cyclopropanecarboxamide (660 mg, 1.80 mmol) was dissolved in 18 mL of 1,2-dimethoxyethane (DME) in a microwave reactor tube. 6-Methoxypyridin-3-ylboronic acid (358 mg, 2.34 mmol), 2.4 mL of an aqueous 2 M potassium carbonate solution, and tetrakis(triphenylphospine)palladium(0) (Pd(PPh3)4, 102 mg, 0.0882 mmol) were added and the reaction mixture was heated at 120° C. in a microwave reactor for 20 minutes. The resulting mat... The solvent is CO (methanol). Product: N[C@H](CC1=CC=C(C=C1)O)C(=O)NN (D-Tyrosine Hydrazide). Procedure details: D-Tyrosine methyl ester (30 g, 129 mmol, 99% ee) was dissolved in 150 mL of methanol and stirred until dissolved. Hydrazine hydrate (23 ml, 453 mmol) was then added and solution stirred overnight. Methanol was removed at reduced pressure and saturated NaHCO3 was added (150 ml). The product was precipitated, filtered and dried to yield the title compound as a white powder (23.5 g, 93%). 1H NMR (CD3OD, 400 MHz) δ 7.03 (ad, J=8.8 Hz, 2H), 6.72 (ad, J=8.8 Hz, 2H), 3.44 (t, J=6.8 Hz, 1H), 2.91-2.86 (... The reactants are COC([C@H](N)CC1=CC=C(C=C1)O)=O (D-Tyrosine methyl ester), O.NN (Hydrazine hydrate). RXN SMILES: C[O:2][C:3](=O)[C@@H:4]([CH2:6][C:7]1[CH:12]=[CH:11][C:10]([OH:13])=[CH:9][CH:8]=1)[NH2:5].O.[NH2:16][NH2:17]>CO>[NH2:5][C@@H:4]([C:3]([NH:16][NH2:17])=[O:2])[CH2:6][C:7]1[CH:12]=[CH:11][C:10]([OH:13])=[CH:9][CH:8]=1 |f:1.2|. Isolated yield 93.3%. Reactants: CCCCNc1nc(N)c2nc(OC)n(CCC3CCOC3)c2n1, C1COCCO1, CO, Cl. Reaction SMILES: [CH2:1]([CH2:2][CH2:3][CH3:4])[NH:5][c:6]1[n:7][c:8]([NH2:24])[c:9]2[n:10][c:11]([O:22][CH3:23])[n:12]([CH2:15][CH2:16][CH:17]3[CH2:18][O:19][CH2:20][CH2:21]3)[c:13]2[n:14]1.[CH2:28]1[O:29][CH2:30][CH2:31][O:32][CH2:33]1.[CH3:26][OH:27].[ClH:25]>>[CH2:1]([CH2:2][CH2:3][CH3:4])[NH:5][c:6]1[n:7][c:8]([NH2:24])[c:9]2[nH:10][c:11](=[O:22])[n:12]([CH2:15][CH2:16][CH:17]3[CH2:18][O:19][CH2:20][CH2:21]3)[c:13]2[n:14]1. The product is CCCCNc1nc(N)c2[nH]c(=O)n(CCC3CCOC3)c2n1. Starting materials: C(CCCCCCC)#N (Octanonitrile), NO (hydroxylamine). Run in O (water), CCO (EtOH), O (Water). The product is ON=C(CCCCCCC)N (N′-hydroxyoctanimidamide). The yield is 74.6%. RXN SMILES: [C:1](#[N:9])[CH2:2][CH2:3][CH2:4][CH2:5][CH2:6][CH2:7][CH3:8].[NH2:10][OH:11]>O.CCO>[OH:11][N:10]=[C:1]([NH2:9])[CH2:2][CH2:3][CH2:4][CH2:5][CH2:6][CH2:7][CH3:8]. Procedure: Octanonitrile (1 g, 7.99 mmol) and hydroxylamine (50% in water, 0.74 cm3, 0.79 a 12 mmol, 1.5 eq) in EtOH (1 cm3) were stirred at room temperature for 7 days. Water (10 cm3) was then added. This caused crystals to precipitate, these were collected by filtration and dried in high vacuum line to give the product N′-hydroxyoctanimidamide (0.94 g, 74.6%) as a white solid, mp 73-75° C. Solvent: C(C)OCC (diethyl ether), O (Water), O (Water), O1CCCC1 (tetrahydrofuran). Reported procedure: Borane tetrahydrofuran complex (1M in tetrahydrofuran, 23.68 mL, 23.68 mmol) was added dropwise to a solution of 1,1-dimethylethyl 1-oxa-9-azaspiro[5.5]undec-3-en-9-carboxylate (Description 131, 2.0 g, 7.89 mmol) in tetrahydrofuran (30 mL) and the mixture was stirred at room temperature for 6.5 hours. Water (25 mL), aqueous sodium hydroxide (4M, 25 mL) and hydrogen peroxide (37%, 25 mL) were added and the mixture was stirred at room temperature for 20 minutes. Water (100 mL) and diethyl ether (1... The reactants are [OH-].[Na+] (sodium hydroxide), OO (hydrogen peroxide), O1CCCC1.B (Borane tetrahydrofuran), O1CC=CCC12CCN(CC2)C(=O)OC(C)(C)C (1,1-dimethylethyl 1-oxa-9-azaspiro[5.5]undec-3-en-9-carboxylate). Isolated yield 24.3%. The product is OC1COC2(CC1)CCN(CC2)C(=O)OC(C)(C)C (1,1-dimethylethyl 3-hydroxy-1-oxa-9-azaspiro[5.5]undecane-9-carboxylate). Reaction SMILES: [O:1]1CCCC1.B.[O:7]1[C:12]2([CH2:17][CH2:16][N:15]([C:18]([O:20][C:21]([CH3:24])([CH3:23])[CH3:22])=[O:19])[CH2:14][CH2:13]2)[CH2:11][CH:10]=[CH:9][CH2:8]1.[OH-].[Na+].OO>O1CCCC1.C(OCC)C.O>[OH:1][CH:9]1[CH2:10][CH2:11][C:12]2([CH2:13][CH2:14][N:15]([C:18]([O:20][C:21]([CH3:24])([CH3:23])[CH3:22])=[O:19])[CH2:16][CH2:17]2)[O:7][CH2:8]1 |f:0.1,3.4|. Run at time 6.5 hour. Reactants: ClC1=C(C=C(C(=O)NCCO)C=C1)[N+](=O)[O-] (4-chloro-N-(2-hydroxyethyl)-3-nitrobenzamide), S(=O)(Cl)Cl (thionyl chloride), C1CCOC1 (THF), C(C)N (ethylamine). Solvent: C(Cl)Cl (DCM), solution, C(Cl)(Cl)Cl (chloroform). Reaction conditions: temperature 65 celsius, time 2 hour. The product is O1C(=NCC1)C1=CC(=C(C=C1)CCN)[N+](=O)[O-] ([4-(4,5-dihydrooxazol-2-yl)-2-nitrophenyl]ethylamine). Isolated yield 45.0%. Reaction SMILES: Cl[C:2]1[CH:13]=[CH:12][C:5]([C:6]([NH:8][CH2:9][CH2:10][OH:11])=O)=[CH:4][C:3]=1[N+:14]([O-:16])=[O:15].S(Cl)(Cl)=O.C1COCC1.[CH2:26]([NH2:28])[CH3:27]>C(Cl)Cl.C(Cl)(Cl)Cl>[O:11]1[CH2:10][CH2:9][N:8]=[C:6]1[C:5]1[CH:12]=[CH:13][C:2]([CH2:27][CH2:26][NH2:28])=[C:3]([N+:14]([O-:16])=[O:15])[CH:4]=1. Reported procedure: To a solution of intermediate 4-chloro-N-(2-hydroxyethyl)-3-nitrobenzamide (0.40 g, 1.6 mmol) in anhydrous DCM (20 mL) added dropwise thionyl chloride (0.29 mL, 4.0 mmol). After stirring 2 h the reaction mixture was diluted with chloroform and concentrated. The resulting yellow oil was diluted cautiously with 2.0 M solution of ethylamine in THF (10 mL, 20 mmol) and heated in a sealed tube at 65° C. After 2 h the reaction mixture was cooled, concentrated and diluted with THF (20 mL). This solutio... Reactants: CC(OC(=O)Cl)Cl (ACE-Cl), C(C1=CC=CC=C1)N1C[C@]2(CCC3=C([C@H]2C1)C=CC=C3C(F)F)C (cis-2-Benzyl-6-(difluoromethyl)-3a-methyl-2,3,3a,4,5,9b-hexahydro-1H-benzo[e]isoindole), CO (MeOH). The solvent is C1(=CC=CC=C1)C (toluene). Conditions: temperature 160 celsius. Yields the product Cl.FC(C1=CC=CC=2[C@H]3CNC[C@]3(CCC21)C)F (cis-6-(Difluoromethyl)-3a-methyl-2,3,3a,4,5,9b-hexahydro-1H-benzo[e]isoindole hydrochloride). Reaction SMILES: C([N:8]1[CH2:16][C@H:15]2[C@:10]([CH3:24])([CH2:11][CH2:12][C:13]3[C:20]([CH:21]([F:23])[F:22])=[CH:19][CH:18]=[CH:17][C:14]=32)[CH2:9]1)C1C=CC=CC=1.CC(Cl)OC([Cl:30])=O.CO>C1(C)C=CC=CC=1>[ClH:30].[F:23][CH:21]([F:22])[C:20]1[C:13]2[CH2:12][CH2:11][C@@:10]3([CH3:24])[C@H:15]([CH2:16][NH:8][CH2:9]3)[C:14]=2[CH:17]=[CH:18][CH:19]=1 |f:4.5|. Procedure: cis-2-Benzyl-6-(difluoromethyl)-3a-methyl-2,3,3a,4,5,9b-hexahydro-1H-benzo[e]isoindole (0.070 mmol, 23 mg) was dissolved in toluene (1 ml) and ACE-Cl (0.492 mmol, 0.054 ml, 70.3 mg) was added. The reaction mixture was heated to 160° C. for 15 minutes in a microwave reactor. MeOH (1 ml) was added and the reaction mixture was heated for a further 5 minutes at 160° C. in a microwave reactor and then the resulting solution was passed through an SCX cartridge. The fractions containing the desired pro... Starting materials: C(C1=CC=CC=C1)(C1=CC=CC=C1)OC(=O)C=1N2C([C@H]([C@H]2[S@@](CC1CCl)=O)NC(\C(\C=1N=C(SC1Cl)NC(=O)OC(C)(C)C)=N/O[C@H](C(=O)OCC1=CC=C(C=C1)OC)CC(=O)OC(C)(C)C)=O)=O ((S)-4-tert-butyl 1-(4-methoxybenzyl) 2-(((Z)-(2-(((5R,6R,7R)-2-((benzhydryloxy)carbonyl)-3-(chloromethyl)-5-oxido-8-oxo-5-thia-1-azabicyclo[4.2.0]oct-2-en-7-yl)amino)-1-(2-((tert-butoxycarbonyl)amino)-5-chlorothiazol-4-yl)-2-oxoethylidene)amino)oxy)succinate), [I-].[Na+] (sodium iodide). Solvent: C(C)#N (Acetonitrile). Reaction conditions: time 1.5 hour. Product: C(C1=CC=CC=C1)(C1=CC=CC=C1)OC(=O)C=1N2C([C@H]([C@H]2[S@@](CC1CI)=O)NC(\C(\C=1N=C(SC1Cl)NC(=O)OC(C)(C)C)=N/O[C@H](C(=O)OCC1=CC=C(C=C1)OC)CC(=O)OC(C)(C)C)=O)=O ((S)-4-tert-butyl 1-(4-methoxybenzyl) 2-(((Z)-(2-(((5R,6R,7R)-2-((benzhydryloxy)carbonyl)-3-(iodomethyl)-5-oxido-8-oxo-5-thia-1-azabicyclo[4.2.0]oct-2-en-7-yl)amino)-1-(2-((tert-butoxycarbonyl)amino)-5-chlorothiazol-4-yl)-2-oxoethylidene)amino)oxy)succinate). Yield: 59.9%. As a reaction SMILES: [CH:1]([O:14][C:15]([C:17]1[N:18]2[C@H:21]([S@:22](=[O:27])[CH2:23][C:24]=1[CH2:25]Cl)[C@H:20]([NH:28][C:29](=[O:68])/[C:30](=[N:45]\[O:46][C@@H:47]([CH2:60][C:61]([O:63][C:64]([CH3:67])([CH3:66])[CH3:65])=[O:62])[C:48]([O:50][CH2:51][C:52]1[CH:57]=[CH:56][C:55]([O:58][CH3:59])=[CH:54][CH:53]=1)=[O:49])/[C:31]1[N:32]=[C:33]([NH:37][C:38]([O:40][C:41]([CH3:44])([CH3:43])[CH3:42])=[O:39])[S:34][C:35]=1[Cl:36])[C:19]2=[O:69])=[O:16])([C:8]1[CH:13]=[CH:12][CH:11]=[CH:10][CH:9]=1)[C:2]1[CH:7]=[CH:6][CH:5]=[CH:4][CH:3]=1.[I-:70].[Na+]>C(#N)C>[CH:1]([O:14][C:15]([C:17]1[N:18]2[C@H:21]([S@:22](=[O:27])[CH2:23][C:24]=1[CH2:25][I:70])[C@H:20]([NH:28][C:29](=[O:68])/[C:30](=[N:45]\[O:46][C@@H:47]([CH2:60][C:61]([O:63][C:64]([CH3:67])([CH3:66])[CH3:65])=[O:62])[C:48]([O:50][CH2:51][C:52]1[CH:57]=[CH:56][C:55]([O:58][CH3:59])=[CH:54][CH:53]=1)=[O:49])/[C:31]1[N:32]=[C:33]([NH:37][C:38]([O:40][C:41]([CH3:44])([CH3:43])[CH3:42])=[O:39])[S:34][C:35]=1[Cl:36])[C:19]2=[O:69])=[O:16])([C:8]1[CH:13]=[CH:12][CH:11]=[CH:10][CH:9]=1)[C:2]1[CH:7]=[CH:6][CH:5]=[CH:4][CH:3]=1 |f:1.2|. Procedure: To a solution of (S)-4-tert-butyl 1-(4-methoxybenzyl) 2-(((Z)-(2-(((5R,6R,7R)-2-((benzhydryloxy)carbonyl)-3-(chloromethyl)-5-oxido-8-oxo-5-thia-1-azabicyclo[4.2.0]oct-2-en-7-yl)amino)-1-(2-((tert-butoxycarbonyl)amino)-5-chlorothiazol-4-yl)-2-oxoethylidene)amino)oxy)succinate (27 g, 24.98 mmol) in Acetonitrile (300 mL) was added sodium iodide (5.62 g, 37.5 mmol). The mixture was stirred at room temperature over 1.5 h. LCMS indicated completion of the reaction. The solid was filtered off, the filt... The reactants are C(C)OC(COC1=C(C=C(C=C1)[N+](=O)[O-])F)=O ((2-fluoro-4-nitro-phenoxy)-acetic acid ethyl ester), Cl (HCl). The reagents and catalysts are [Pd] (Pd/C). Run in CCO (EtOH). The product is C(C)OC(COC1=C(C=C(C=C1)N)F)=O ((4-amino-2-fluoro-phenoxy)-acetic acid ethyl ester). The yield is 45.2%. Reaction SMILES: [CH2:1]([O:3][C:4](=[O:17])[CH2:5][O:6][C:7]1[CH:12]=[CH:11][C:10]([N+:13]([O-])=O)=[CH:9][C:8]=1[F:16])[CH3:2].Cl>CCO.[Pd]>[CH2:1]([O:3][C:4](=[O:17])[CH2:5][O:6][C:7]1[CH:12]=[CH:11][C:10]([NH2:13])=[CH:9][C:8]=1[F:16])[CH3:2]. Reported procedure: A solution of (2-fluoro-4-nitro-phenoxy)-acetic acid ethyl ester (17.0 g, 55.92 mmol) in EtOH (330 ml) and aqueous 1M HCl (55.92 ml, 55.92 mmol) was hydrogenated in the presence of 10% Pd/C (1.7 g) for 2 days. After removal of the catalyst the reaction was evaporated and treated with water/Et2O (3×), the aqueous phase was treated with NaHCO3 and extracted with Et2O (3×). The organic phases were washed with aqueous 10% NaCl, dried (Na2SO4) and evaporated to give 5.39 g (45%) of (4-amino-2-fluoro-...